describe an organic reaction: reactants, conditions, products, and yield From a dataset of the Open Reaction Database (ORD), a public repository of structured organic reaction records. The reactants are CC(C)(C)N, Cc1ccc(C(=O)Cl)cc1, c1ccccc1. Product: Cc1ccc(C(=O)NC(C)(C)C)cc1. As a reaction SMILES: [C:1]([CH3:2])([CH3:3])([CH3:4])[NH2:5].[CH3:6][c:7]1[cH:8][cH:9][c:10]([C:11](=[O:12])[Cl:13])[cH:14][cH:15]1.[cH:16]1[cH:17][cH:18][cH:19][cH:20][cH:21]1>>[C:1]([CH3:2])([CH3:3])([CH3:4])[NH:5][C:11]([c:10]1[cH:9][cH:8][c:7]([CH3:6])[cH:15][cH:14]1)=[O:12]. The reactants are C1CCOC1, [H][H], N#Cc1c(C=Cc2ccccc2)nc(N)nc1-c1ccco1. Yields the product N#Cc1c(CCc2ccccc2)nc(N)nc1-c1ccco1. Reaction SMILES: [CH2:25]1[O:26][CH2:27][CH2:28][CH2:29]1.[H:23][H:24].[NH2:1][c:2]1[n:3][c:4]([CH:15]=[CH:16][c:17]2[cH:18][cH:19][cH:20][cH:21][cH:22]2)[c:5]([C:13]#[N:14])[c:6](-[c:8]2[o:9][cH:10][cH:11][cH:12]2)[n:7]1>>[NH2:1][c:2]1[n:3][c:4]([CH2:15][CH2:16][c:17]2[cH:18][cH:19][cH:20][cH:21][cH:22]2)[c:5]([C:13]#[N:14])[c:6](-[c:8]2[o:9][cH:10][cH:11][cH:12]2)[n:7]1. The reactants are OC=1C=CC2=C(N(CCO2)C=2SC3=C(N2)CC(CC3=O)(C)C)C1 (2-(6-Hydroxy-2,3-dihydrobenzo[1,4]oxazin-4-yl)-5,5-dimethyl-5,6-dihydro-4H-benzothiazol-7-one), BrC=1SC(=NN1)C (2-bromo-5-methyl-1,3,4-thiadiazole), C([O-])([O-])=O.[K+].[K+] (potassium carbonate). Solvent: CN(C)C=O (DMF). Product: CC1(CC(C2=C(N=C(S2)N2CCOC3=C2C=C(C=C3)OC=3SC(=NN3)C)C1)=O)C (5,5-Dimethyl-2-{6-[(5-methyl-1,3,4-thiadiazol-2-yl)oxy]-2,3-dihydro-4H-1,4-benzoxazin-4-yl}-5,6-dihydro-1,3-benzothiazol-7(4H)-one). Yield: 12.2%. RXN SMILES: [OH:1][C:2]1[CH:3]=[CH:4][C:5]2[O:10][CH2:9][CH2:8][N:7]([C:11]3[S:12][C:13]4[C:19](=[O:20])[CH2:18][C:17]([CH3:22])([CH3:21])[CH2:16][C:14]=4[N:15]=3)[C:6]=2[CH:23]=1.Br[C:25]1[S:26][C:27]([CH3:30])=[N:28][N:29]=1.C(=O)([O-])[O-].[K+].[K+]>CN(C=O)C>[CH3:22][C:17]1([CH3:21])[CH2:16][C:14]2[N:15]=[C:11]([N:7]3[C:6]4[CH:23]=[C:2]([O:1][C:25]5[S:26][C:27]([CH3:30])=[N:28][N:29]=5)[CH:3]=[CH:4][C:5]=4[O:10][CH2:9][CH2:8]3)[S:12][C:13]=2[C:19](=[O:20])[CH2:18]1 |f:2.3.4|. Reported procedure: A mixture of Example 6 (75 mg, 0.23 mmol), 2-bromo-5-methyl-1,3,4-thiadiazole (42 mg, 0.23 mmol) and potassium carbonate (64 mg, 0.46 mmol) in DMF (7 mL) was heated to 150° C. for 10 h. The solvent was removed in vacuo and the residue was purified by prep HPLC to give the title compound (12 mg, 12%) as an off-white solid. δH (CDCl3) 1.14 (6H, s), 2.43 (2H, s), 2.67 (3H, s), 2.77 (2H, s), 4.09-4.15 (2H, m), 4.33-4.40 (2H, m), 6.96-7.06 (2H, m), 8.22-8.24 (1H, m). LCMS (ES+) 429 (M+H)+. Reactants: ester, FC(C1=C(CNCCC2=CC=C(OC(C(=O)OC)(C)C)C=C2)C=CC(=C1)C(F)(F)F)(F)F (methyl 2-[4-(2-{[2,4-bis(trifluoromethyl)benzyl]amino}ethyl)phenoxy]-2-methylpropanoate), ClC1=NC=C(C=N1)CCC (2-chloro-5-propyl-pyrimidine), C(=O)([O-])[O-].[K+].[K+] (K2CO3), 220C. The solvent is O1CCOCC1 (dioxane). Yields the product FC(C1=C(CN(CCC2=CC=C(OC(C(=O)O)(C)C)C=C2)C2=NC=C(C=N2)CCC)C=CC(=C1)C(F)(F)F)(F)F (2-(4-{2-[[2,4-Bis(trifluoromethyl)benzyl](5-propylpyrimidin-2-yl)amino]ethyl}phenoxy)-2-methylpropanoic acid). RXN SMILES: [F:1][C:2]([F:32])([F:31])[C:3]1[CH:26]=[C:25]([C:27]([F:30])([F:29])[F:28])[CH:24]=[CH:23][C:4]=1[CH2:5][NH:6][CH2:7][CH2:8][C:9]1[CH:22]=[CH:21][C:12]([O:13][C:14]([CH3:20])([CH3:19])[C:15]([O:17]C)=[O:16])=[CH:11][CH:10]=1.Cl[C:34]1[N:39]=[CH:38][C:37]([CH2:40][CH2:41][CH3:42])=[CH:36][N:35]=1.C([O-])([O-])=O.[K+].[K+]>O1CCOCC1>[F:31][C:2]([F:32])([F:1])[C:3]1[CH:26]=[C:25]([C:27]([F:30])([F:28])[F:29])[CH:24]=[CH:23][C:4]=1[CH2:5][N:6]([C:34]1[N:39]=[CH:38][C:37]([CH2:40][CH2:41][CH3:42])=[CH:36][N:35]=1)[CH2:7][CH2:8][C:9]1[CH:22]=[CH:21][C:12]([O:13][C:14]([CH3:20])([CH3:19])[C:15]([OH:17])=[O:16])=[CH:11][CH:10]=1 |f:2.3.4|. Procedure: Condensation of methyl 2-[4-(2-{[2,4-bis(trifluoromethyl)benzyl]amino}ethyl)phenoxy]-2-methylpropanoate (250 mg; 0.54 mmol) with 2-chloro-5-propyl-pyrimidine (85 mg; 0.54 mmol) as per general procedure E (1.25 eq. K2CO3, dioxane, 220C, 15 hr) was accompanied by partial ester hydrolysis and afforded the title compound in low yield. For ease of purification, the carboxylic acid was converted to its methyl ester derivative (using a standard trimethylsilyldiazomethane/MeOH protocol), chromatographed...